From a dataset of the Open Reaction Database (ORD), a public repository of structured organic reaction records. describe an organic reaction: reactants, conditions, products, and yield Reactants: CNC1=CC=2C3=C(N(C2C=C1)C=C(C)C1=CC=NC=C1)CCN(C3)C (2,3,4,5-Tetrahydro-N,2-dimethyl-5-(2-(pyridin-4-yl)prop-1-enyl)-1H-pyrido[4,3-b]indol-8-amine), C(C)(=O)OC(C)=O (acetic anhydride), [OH-].[Na+] (NaOH). Reaction conditions: time 30 minute. Product: CN(C(C)=O)C1=CC=2C3=C(N(C2C=C1)\C=C(/C)\C1=CC=NC=C1)CCN(C3)C ((E)-N-methyl-N-(2-methyl-5-(2-(pyridin-4-yl)prop-1-enyl)-2,3,4,5-tetrahydro-1H-pyrido[4,3-b]indol-8-yl)acetamide). RXN SMILES: [CH3:1][NH:2][C:3]1[CH:11]=[CH:10][C:9]2[N:8]([CH:12]=[C:13]([C:15]3[CH:20]=[CH:19][N:18]=[CH:17][CH:16]=3)[CH3:14])[C:7]3[CH2:21][CH2:22][N:23]([CH3:25])[CH2:24][C:6]=3[C:5]=2[CH:4]=1.[C:26](OC(=O)C)(=[O:28])[CH3:27].[OH-].[Na+]>>[CH3:1][N:2]([C:3]1[CH:11]=[CH:10][C:9]2[N:8](/[CH:12]=[C:13](/[C:15]3[CH:20]=[CH:19][N:18]=[CH:17][CH:16]=3)\[CH3:14])[C:7]3[CH2:21][CH2:22][N:23]([CH3:25])[CH2:24][C:6]=3[C:5]=2[CH:4]=1)[C:26](=[O:28])[CH3:27] |f:2.3|. Procedure details: 2,3,4,5-Tetrahydro-N,2-dimethyl-5-(2-(pyridin-4-yl)prop-1-enyl)-1H-pyrido[4,3-b]indol-8-amine (23 mg) was charged in round bottom flask and acetic anhydride (0.7 mL) was added. The contents were stirred at RT for 30 min. The reaction mixture was basified with 1N NaOH and compound extracted with EtOAc (2×25 mL). The organic layer was concentrated under vacuum and recrystallized in DCM:Hexane (1:3) to yield 2.38 mg of desired compound. 1H NMR (CDCl3, free base) δ (ppm): 8.62 (d, 2H), 7.42 (d, 2H),...